From a dataset of the Open Reaction Database (ORD), a public repository of structured organic reaction records. describe an organic reaction: reactants, conditions, products, and yield The reactants are 7a, BrC1=C(SC(=C1)C)C=O (3-bromo-5-methylthiophene-2-carbaldehyde), [Na+].N1=C(C=CC=C1)S(=O)[O-] (pyridine-2-sulfinate sodium salt). Yields the product CC1=CC(=C(S1)C=O)S(=O)(=O)C1=NC=CC=C1 (5-methyl-3-(pyridine-2-sulfonyl)thiophene-2-carbaldehyde). RXN SMILES: Br[C:2]1[CH:6]=[C:5]([CH3:7])[S:4][C:3]=1[CH:8]=[O:9].[Na+].[N:11]1[CH:16]=[CH:15][CH:14]=[CH:13][C:12]=1[S:17]([O-:19])=[O:18]>>[CH3:7][C:5]1[S:4][C:3]([CH:8]=[O:9])=[C:2]([S:17]([C:12]2[CH:13]=[CH:14][CH:15]=[CH:16][N:11]=2)(=[O:19])=[O:18])[CH:6]=1 |f:1.2|. Procedure details: The title compound was prepared by the method of Preparation 7a using 3-bromo-5-methylthiophene-2-carbaldehyde and pyridine-2-sulfinate sodium salt. Starting materials: O=C([O-])[O-], CC(C)(C)OC(=O)N1CCCC(CN)C1, CCOC(C)=O, [Cl-], O=C(O)c1cnc(-c2cccc(F)c2)nc1, [K+], [K+], O. Yields the product CC(C)(C)OC(=O)N1CCCC(CNC(=O)c2cnc(-c3cccc(F)c3)nc2)C1. RXN SMILES: [C:1](=[O:2])([O-:3])[O-:4].[C:7]([CH3:8])([CH3:9])([CH3:10])[O:11][C:12](=[O:13])[N:14]1[CH2:15][CH:16]([CH2:20][NH2:21])[CH2:17][CH2:18][CH2:19]1.[CH3:39][CH2:40][O:41][C:42](=[O:43])[CH3:44].[Cl-:22].[F:23][c:24]1[cH:25][c:26](-[c:30]2[n:31][cH:32][c:33]([C:36](=[O:37])[OH:38])[cH:34][n:35]2)[cH:27][cH:28][cH:29]1.[K+:5].[K+:6].[OH2:45]>>[C:7]([CH3:8])([CH3:9])([CH3:10])[O:11][C:12](=[O:13])[N:14]1[CH2:15][CH:16]([CH2:20][NH:21][C:36]([c:33]2[cH:32][n:31][c:30](-[c:26]3[cH:25][c:24]([F:23])[cH:29][cH:28][cH:27]3)[n:35][cH:34]2)=[O:37])[CH2:17][CH2:18][CH2:19]1. The reactants are O=C([O-])[O-], CN(C)C=O, Fc1ccc(OCCBr)cc1, [K+], [K+], Cc1ccc(-c2c(O)nn(C)c2N)cc1. The product is Cc1ccc(-c2c(OCCOc3ccc(F)cc3)nn(C)c2N)cc1. RXN SMILES: [C:16](=[O:17])([O-:18])[O-:19].[CH3:33][N:34]([CH3:35])[CH:36]=[O:37].[F:22][c:23]1[cH:24][cH:25][c:26]([O:27][CH2:28][CH2:29][Br:30])[cH:31][cH:32]1.[K+:20].[K+:21].[NH2:1][c:2]1[c:3](-[c:9]2[cH:10][cH:11][c:12]([CH3:15])[cH:13][cH:14]2)[c:4]([OH:8])[n:5][n:6]1[CH3:7]>>[NH2:1][c:2]1[c:3](-[c:9]2[cH:10][cH:11][c:12]([CH3:15])[cH:13][cH:14]2)[c:4]([O:8][CH2:29][CH2:28][O:27][c:26]2[cH:25][cH:24][c:23]([F:22])[cH:32][cH:31]2)[n:5][n:6]1[CH3:7]. Starting materials: CN, [Cl-], [Cl-], [Cl-], [Cl-], O=C1CN=C(c2ccccc2F)c2cc(Cl)ccc2N1, C1CCOC1, O, [Ti+4], c1ccccc1. Yields the product CNC1=Nc2ccc(Cl)cc2C(c2ccccc2F)=NC1. RXN SMILES: [CH3:21][NH2:22].[Cl-:35].[Cl-:36].[Cl-:37].[Cl-:38].[Cl:1][c:2]1[cH:3][cH:4][c:5]2[c:6]([cH:20]1)[C:7]([c:13]1[c:14]([F:19])[cH:15][cH:16][cH:17][cH:18]1)=[N:8][CH2:9][C:10](=[O:12])[NH:11]2.[O:24]1[CH2:25][CH2:26][CH2:27][CH2:28]1.[OH2:23].[Ti+4:39].[cH:29]1[cH:30][cH:31][cH:32][cH:33][cH:34]1>>[Cl:1][c:2]1[cH:3][cH:4][c:5]2[c:6]([cH:20]1)[C:7]([c:13]1[c:14]([F:19])[cH:15][cH:16][cH:17][cH:18]1)=[N:8][CH2:9][C:10]([NH:22][CH3:21])=[N:11]2. Starting materials: FC=1C=CC(=NC1)COC1=CC(N(C=C1)C1=CC=C2C(=N1)N(C1=C2CN(CC1)C(=O)OC(C)(C)C)C)=O (tert-Butyl 2-(4-((5-fluoropyridin-2-yl)methoxy)-2-oxopyridin-1(2H)-yl)-9-methyl-5,7,8,9-tetrahydro-6H-pyrido[3′,4′:4,5]pyrrolo[2,3-b]pyridine-6-carboxylate), Cl (HCl). Run in CO (MeOH). Run at time 18 hour. The product is FC=1C=CC(=NC1)COC1=CC(N(C=C1)C1=CC=C2C(=N1)N(C1=C2CNCC1)C)=O (4-((5-Fluoropyridin-2-yl)methoxy)-1-(9-methyl-5,7,8,9-tetrahydro-6H-pyrido[3′,4′:4,5]pyrrolo[2,3-b]pyridin-2-yl)pyridin-2 (1H)-one). The yield is 66.1%. As a reaction SMILES: [F:1][C:2]1[CH:3]=[CH:4][C:5]([CH2:8][O:9][C:10]2[CH:15]=[CH:14][N:13]([C:16]3[N:21]=[C:20]4[N:22]([CH3:36])[C:23]5[CH2:28][CH2:27][N:26](C(OC(C)(C)C)=O)[CH2:25][C:24]=5[C:19]4=[CH:18][CH:17]=3)[C:12](=[O:37])[CH:11]=2)=[N:6][CH:7]=1.Cl>CO>[F:1][C:2]1[CH:3]=[CH:4][C:5]([CH2:8][O:9][C:10]2[CH:15]=[CH:14][N:13]([C:16]3[N:21]=[C:20]4[N:22]([CH3:36])[C:23]5[CH2:28][CH2:27][NH:26][CH2:25][C:24]=5[C:19]4=[CH:18][CH:17]=3)[C:12](=[O:37])[CH:11]=2)=[N:6][CH:7]=1. Reported procedure: tert-Butyl 2-(4-((5-fluoropyridin-2-yl)methoxy)-2-oxopyridin-1(2H)-yl)-9-methyl-5,7,8,9-tetrahydro-6H-pyrido[3′,4′:4,5]pyrrolo[2,3-b]pyridine-6-carboxylate (0.14 g, 0.28 mmol) was treated with 1.25 M HCl in MeOH (7.0 mL), and the resulting suspension was stirred at ambient temperature for 18 h. The resulting solids were collected by filtration, dissolved in CH2Cl2 (30 mL), and washed with saturated NaHCO3 solution (50 mL). The resulting layers were separated, and the organic layer was dried over... Starting materials: CCOC(=O)c1ccc(NC2CCCCC2)c([N+](=O)[O-])c1, CCOC(C)=O, CO. Yields the product CCOC(=O)c1ccc(NC2CCCCC2)c(N)c1. As a reaction SMILES: [CH2:1]([CH3:2])[O:3][C:4]([c:5]1[cH:6][c:7]([N+:18]([O-:19])=[O:20])[c:8]([NH:11][CH:12]2[CH2:13][CH2:14][CH2:15][CH2:16][CH2:17]2)[cH:9][cH:10]1)=[O:21].[CH3:22][CH2:23][O:24][C:25](=[O:26])[CH3:27].[CH3:28][OH:29]>>[CH2:1]([CH3:2])[O:3][C:4]([c:5]1[cH:6][c:7]([NH2:18])[c:8]([NH:11][CH:12]2[CH2:13][CH2:14][CH2:15][CH2:16][CH2:17]2)[cH:9][cH:10]1)=[O:21]. Starting materials: CO, Cl, [Na+], [OH-], CCCCCC(O)c1cccc(OCc2cccc(-c3nnn(CC(=O)OCC)n3)c2)c1. The product is CCCCCC(O)c1cccc(OCc2cccc(-c3nn[nH]n3)c2)c1. Reaction SMILES: [CH3:36][OH:37].[ClH:35].[Na+:34].[OH-:33].[OH:1][CH:2]([CH2:3][CH2:4][CH2:5][CH2:6][CH3:7])[c:8]1[cH:9][c:10]([O:11][CH2:12][c:13]2[cH:14][c:15](-[c:19]3[n:20][n:21][n:22]([CH2:24][C:25]([O:26][CH2:27][CH3:28])=[O:29])[n:23]3)[cH:16][cH:17][cH:18]2)[cH:30][cH:31][cH:32]1>>[OH:1][CH:2]([CH2:3][CH2:4][CH2:5][CH2:6][CH3:7])[c:8]1[cH:9][c:10]([O:11][CH2:12][c:13]2[cH:14][c:15](-[c:19]3[n:20][n:21][nH:22][n:23]3)[cH:16][cH:17][cH:18]2)[cH:30][cH:31][cH:32]1. Conditions: temperature 90 celsius, time 16 hour. RXN SMILES: Br[C:2]1[C:18]([O:19][CH2:20][C@@H:21]([NH:26][C:27](=[O:33])[O:28][C:29]([CH3:32])([CH3:31])[CH3:30])[CH2:22][CH:23]([CH3:25])[CH3:24])=[CH:17][C:5]2[N:6]([CH3:16])[C:7](=[O:15])[C:8]3[C:13]([C:4]=2[CH:3]=1)=[CH:12][CH:11]=[N:10][C:9]=3[CH3:14].C(=O)([O-])[O-].[Na+].[Na+].[CH:40](B1OB(C=C)OB(C=C)O1)=[CH2:41].N1C=CC=CC=1>C1C=CC([P]([Pd]([P](C2C=CC=CC=2)(C2C=CC=CC=2)C2C=CC=CC=2)([P](C2C=CC=CC=2)(C2C=CC=CC=2)C2C=CC=CC=2)[P](C2C=CC=CC=2)(C2C=CC=CC=2)C2C=CC=CC=2)(C2C=CC=CC=2)C2C=CC=CC=2)=CC=1.C(O)C.O.C1(C)C=CC=CC=1>[CH3:14][C:9]1[N:10]=[CH:11][CH:12]=[C:13]2[C:8]=1[C:7](=[O:15])[N:6]([CH3:16])[C:5]1[CH:17]=[C:18]([O:19][CH2:20][C@@H:21]([NH:26][C:27](=[O:33])[O:28][C:29]([CH3:31])([CH3:30])[CH3:32])[CH2:22][CH:23]([CH3:24])[CH3:25])[C:2]([CH:40]=[CH2:41])=[CH:3][C:4]2=1 |f:1.2.3,^1:61,63,82,101|. Reagents/catalysts: C=1C=CC(=CC1)[P](C=2C=CC=CC2)(C=3C=CC=CC3)[Pd]([P](C=4C=CC=CC4)(C=5C=CC=CC5)C=6C=CC=CC6)([P](C=7C=CC=CC7)(C=8C=CC=CC8)C=9C=CC=CC9)[P](C=1C=CC=CC1)(C=1C=CC=CC1)C=1C=CC=CC1 (tetrakis(triphenylphosphine)palladium). The solvent is C1(=CC=CC=C1)C (toluene), O (water), C(C)O (ethanol). Product: CC=1N=CC=C2C3=C(N(C(C12)=O)C)C=C(C(=C3)C=C)OC[C@H](CC(C)C)NC(OC(C)(C)C)=O ((S)-tert-butyl (1-((4,6-dimethyl-5-oxo-9-vinyl-5,6-dihydrobenzo[c][2,7]naphthyridin-8-yl)oxy)-4-methylpentan-2-yl)carbamate). Reported procedure: To the solution of (S)-tert-butyl (1-((9-bromo-4,6-dimethyl-5-oxo-5,6-dihydrobenzo[c][2,7]naphthyridin-8-yl)oxy)-4-methylpentan-2-yl)carbamate (300 mg, 0.579 mmol), prepared as described in Example 3, Part A, in the solvent mixture toluene (10 mL), water (0.5 mL) and ethanol (2 mL) was added sodium carbonate (184 mg, 1.736 mmol), tetrakis(triphenylphosphine)palladium (33.4 mg, 0.029 mmol) and 2,4,6-trivinyl-1,3,5,2,4,6-trioxatriborinane with pyridine (1:1) (167 mg, 0.694 mmol). The reaction mixt... Yield: 19.0%. Starting materials: C([O-])([O-])=O.[Na+].[Na+] (sodium carbonate), C(=C)B1OB(OB(O1)C=C)C=C (2,4,6-trivinyl-1,3,5,2,4,6-trioxatriborinane), N1=CC=CC=C1 (pyridine), BrC1=CC2=C(N(C(C3=C(N=CC=C23)C)=O)C)C=C1OC[C@H](CC(C)C)NC(OC(C)(C)C)=O ((S)-tert-butyl (1-((9-bromo-4,6-dimethyl-5-oxo-5,6-dihydrobenzo[c][2,7]naphthyridin-8-yl)oxy)-4-methylpentan-2-yl)carbamate). Reactants: C(C)(C)(C)OC(=O)N1CCC2=C(N(N=C2CC1)C1CCCC1)OS(=O)(=O)C(F)(F)F (2-cyclopentyl-3-trifluoromethanesulfonyloxy-4,5,7,8-tetrahydro-2H-1,2,6-triaza-azulene-6-carboxylic acid tert-butyl ester), S1C(=CC=C1)B(O)O (2-thiopheneboronic acid). Reaction SMILES: C(OC([N:8]1[CH2:17][CH2:16][C:15]2[C:11](=[C:12](OS(C(F)(F)F)(=O)=O)[N:13]([CH:18]3[CH2:22][CH2:21][CH2:20][CH2:19]3)[N:14]=2)[CH2:10][CH2:9]1)=O)(C)(C)C.[S:31]1[CH:35]=[CH:34][CH:33]=[C:32]1B(O)O>>[CH:18]1([N:13]2[C:12]([C:32]3[S:31][CH:35]=[CH:34][CH:33]=3)=[C:11]3[C:15]([CH2:16][CH2:17][NH:8][CH2:9][CH2:10]3)=[N:14]2)[CH2:19][CH2:20][CH2:21][CH2:22]1. Product: C1(CCCC1)N1N=C2CCNCCC2=C1C=1SC=CC1 (2-Cyclopentyl-3-thiophen-2-yl-2,4,5,6,7,8-hexahydro-1,2,6-triaza-azulene). The yield is 65.5%. Procedure details: The title compound (83 mg) was prepared according to Example 180 using 200 mg of 2-cyclopentyl-3-trifluoromethanesulfonyloxy-4,5,7,8-tetrahydro-2H-1,2,6-triaza-azulene-6-carboxylic acid tert-butyl ester (Example 180, Step A) and 282 mg of 2-thiopheneboronic acid. MS (ESI): exact mass calculated for C16H21N3S, 287.15. found, m/z 288.4 [M+H]+. 1H NMR (500 MHz, CD3OD): 7.70-7.68 (m, 1H), 7.24-7.22 (m, 1H), 7.15-7.14 (m, 1H), 4.64 (m, 1H), 3.41-3.39 (m, 2H), 3.16-3.15 (m, 2H), 2.85-2.83 (m, 2H), 2.0...